This data is from the Open Reaction Database (ORD), a public repository of structured organic reaction records. The task is: describe an organic reaction: reactants, conditions, products, and yield The reactants are OC1=CC=C(C(=O)C2=CC=CC=C2)C=C1 (4-hydroxybenzophenone), CC(C(=O)Cl)(C)C (trimethylacetyl chloride), O (water). RXN SMILES: [OH:1][C:2]1[CH:15]=[CH:14][C:5]([C:6]([C:8]2[CH:13]=[CH:12][CH:11]=[CH:10][CH:9]=2)=[O:7])=[CH:4][CH:3]=1.[CH3:16][C:17]([CH3:22])([CH3:21])[C:18](Cl)=[O:19].O>N1C=CC=CC=1>[C:18]([O:1][C:2]1[CH:3]=[CH:4][C:5]([C:6]([C:8]2[CH:13]=[CH:12][CH:11]=[CH:10][CH:9]=2)=[O:7])=[CH:14][CH:15]=1)(=[O:19])[C:17]([CH3:22])([CH3:21])[CH3:16]. Yields the product C(C(C)(C)C)(=O)OC1=CC=C(C(=O)C2=CC=CC=C2)C=C1 (4-pivaloyloxybenzophenone). Procedure details: A solution of 2.0 g (1 mmol) of 4-hydroxybenzophenone and 1.25 g (1.5 mmol) of trimethylacetyl chloride in 30 ml of pyridine was heated to 50° C. for 2 h. The reaction mixture was stripped of most of the pyridine and then slurried into water. The crude product obtained by filtration was air-dried and recrystallized from ethanol. The first crop (2.35 g, 79.9%, M.P.≅100°-102° C.) was used for analysis and biological evaluation. Solvent: N1=CC=CC=C1 (pyridine), N1=CC=CC=C1 (pyridine). The reactants are OCCC1COC2=C(O1)C=CC=C2 (2-(2-hydroxyethyl) (2,3-dihydro [4H] 1,4-benzodioxin)), solution, S(=O)(=O)(O)Cl.C1(=CC=CC=C1)C (toluene sulfochloride). Run in N1=CC=CC=C1 (pyridine), O (water). Conditions: time 24 hour. The product is C1(=CC=C(C=C1)S(=O)(=O)OCCC1COC2=C(O1)C=CC=C2)C (2-(2-p toluenesulfonyloxy ethyl) (2,3-dihydro [4H] 1,4-benzodioxin)). Reaction SMILES: [OH:1][CH2:2][CH2:3][CH:4]1[O:9][C:8]2[CH:10]=[CH:11][CH:12]=[CH:13][C:7]=2[O:6][CH2:5]1.[S:14](Cl)([OH:17])(=O)=[O:15].[C:19]1([CH3:25])[CH:24]=[CH:23][CH:22]=[CH:21][CH:20]=1>N1C=CC=CC=1.O>[C:19]1([CH3:25])[CH:24]=[CH:23][C:22]([S:14]([O:1][CH2:2][CH2:3][CH:4]2[O:9][C:8]3[CH:10]=[CH:11][CH:12]=[CH:13][C:7]=3[O:6][CH2:5]2)(=[O:17])=[O:15])=[CH:21][CH:20]=1 |f:1.2|. Reported procedure: 74 g of 2-(2-hydroxyethyl) (2,3-dihydro [4H] 1,4-benzodioxin) are dissolved in 150 ml pyridine and to this solution 76 g p toluene sulfochloride are added while maintaining the inner temperature beneath 25°. The whole mixture is kept under stirring at room temperature for 24 hours then poured in water and extracted with chloroform. The chloroformic solutions are united, washed with water, dried and evaporated off. The dry residue is further purified by recrystallizing it from a mixture isopropyl...